From a dataset of the Open Reaction Database (ORD), a public repository of structured organic reaction records. describe an organic reaction: reactants, conditions, products, and yield The reactants are CN(C)c1ccncc1, COc1cc2nccc(Cl)c2cc1OC, O=C(c1ccc(O)cc1)c1ccccc1C(F)(F)F, Cc1ccccc1C. Yields the product COc1cc2nccc(Oc3ccc(C(=O)c4ccccc4C(F)(F)F)cc3)c2cc1OC. RXN SMILES: [CH3:35][N:36]([CH3:37])[c:38]1[cH:39][cH:40][n:41][cH:42][cH:43]1.[Cl:20][c:21]1[cH:22][cH:23][n:24][c:25]2[cH:26][c:27]([O:33][CH3:34])[c:28]([O:31][CH3:32])[cH:29][c:30]12.[OH:1][c:2]1[cH:3][cH:4][c:5]([C:8](=[O:9])[c:10]2[c:11]([C:16]([F:17])([F:18])[F:19])[cH:12][cH:13][cH:14][cH:15]2)[cH:6][cH:7]1.[c:44]1([CH3:45])[c:46]([CH3:47])[cH:48][cH:49][cH:50][cH:51]1>>[O:1]([c:2]1[cH:3][cH:4][c:5]([C:8](=[O:9])[c:10]2[c:11]([C:16]([F:17])([F:18])[F:19])[cH:12][cH:13][cH:14][cH:15]2)[cH:6][cH:7]1)[c:21]1[cH:22][cH:23][n:24][c:25]2[cH:26][c:27]([O:33][CH3:34])[c:28]([O:31][CH3:32])[cH:29][c:30]12.